describe an organic reaction: reactants, conditions, products, and yield From a dataset of the Open Reaction Database (ORD), a public repository of structured organic reaction records. As a reaction SMILES: [C:1]([C:4]([C@@H:17]1[CH2:21][CH2:20][NH:19][CH2:18]1)([C:11]1[CH:16]=[CH:15][CH:14]=[CH:13][CH:12]=1)[C:5]1[CH:10]=[CH:9][CH:8]=[CH:7][CH:6]=1)(=[O:3])[NH2:2].[CH3:22][O:23][CH:24]([O:32][CH3:33])[CH2:25][CH2:26][CH2:27][CH2:28][CH2:29][CH:30]=O.C(O[BH-](OC(=O)C)OC(=O)C)(=O)C.[Na+]>ClCCl>[C:1]([C:4]([C@@H:17]1[CH2:21][CH2:20][N:19]([CH2:30][CH2:29][CH2:28][CH2:27][CH2:26][CH2:25][CH:24]([O:23][CH3:22])[O:32][CH3:33])[CH2:18]1)([C:11]1[CH:12]=[CH:13][CH:14]=[CH:15][CH:16]=1)[C:5]1[CH:10]=[CH:9][CH:8]=[CH:7][CH:6]=1)(=[O:3])[NH2:2] |f:2.3|. Reported procedure: To a three-necked 500 mL flask equipped with a mechanical stirrer, a nitrogen inlet, cooling bath, and a thermometer was added (S)-3-(1-carbamoyl-1,1-diphenylmethyl)pyrrolidine (25 g, 0.089 mol) and dichloromethane (200 m]L). This mixture was cooled to about 0° C. and 7,7-dimethoxyheptanal (18.6 g, 0.107 mol) was added slowly. During the addition, the reaction temperature was maintained at 5° C. or less. The resulting mixture was stirred at 0 to 5° C. for 1 hour and then sodium triacetoxyborohyd... Run in ClCCl (dichloromethane). Starting materials: COC(CCCCCC=O)OC (7,7-dimethoxyheptanal), C(N)(=O)C(C1=CC=CC=C1)(C1=CC=CC=C1)[C@H]1CNCC1 ((S)-3-(1-carbamoyl-1,1-diphenylmethyl)pyrrolidine), C(C)(=O)O[BH-](OC(C)=O)OC(C)=O.[Na+] (sodium triacetoxyborohydride). Run at temperature 0 celsius, time 1 hour. Yields the product C(N)(=O)C(C1=CC=CC=C1)(C1=CC=CC=C1)[C@H]1CN(CC1)CCCCCCC(OC)OC ((S)-3-(1-Carbamoyl-1,1-diphenylmethyl)-1-(7,7-dimethoxyhept-1-yl)pyrrolidine). Isolated yield 71.7%. The reactants are 0.96-M, 0.1-M, FeCl3, C1(=CC=CC=C1)[Mg]Br (phenyl magnesium bromide), BrC1CCCCCC1 (bromocycloheptane), [NH4+].[Cl-] (NH4Cl). Solvent: C1CCOC1 (THF), C1CCOC1 (THF). Reaction conditions: temperature -78 celsius, time 30 minute. Procedure details: First, 0.96-M THF solution of phenyl magnesium bromide (1.25 mL, 1.2 mmol), various additives (1.2 mmol) shown in TABLE 1 below and bromocycloheptane (177 mg, 1.0 mmol) (shown by “1” in TABLE 1 below) were charged in a 50-mL glass tube equipped with a magnetic stirrer and cooled to −78° C. At this temperature, 0.1-M THF solution of FeCl3 (0.5 mL, 5 mol %) was added to the mixture. The resulting solution was put in an ice bath and stirred at 0° C. for 30 minutes. Saturated aqueous solution (0.5 m... RXN SMILES: [C:1]1([Mg]Br)[CH:6]=[CH:5][CH:4]=[CH:3][CH:2]=1.Br[CH:10]1[CH2:16][CH2:15][CH2:14][CH2:13][CH2:12]C1.[NH4+].[Cl-]>C1COCC1>[C:1]1([C:12]2[CH:13]=[CH:14][CH:15]=[CH:16][CH:10]=2)[CH:6]=[CH:5][CH:4]=[CH:3][CH:2]=1 |f:2.3|. Yields the product C1(=CC=CC=C1)C1=CC=CC=C1 (biphenyl). Reactants: CSC1=CC=C(C=C1)CC#N (4-(methylthio)phenylacetonitrile), [H-].[Al+3].[Li+].[H-].[H-].[H-] (lithium aluminium hydride), [H-].[Al+3].[Li+].[H-].[H-].[H-] (lithium aluminium hydride), [OH-].[Na+] (sodium hydroxide). Run in O1CCCC1 (tetrahydrofuran). Reaction conditions: temperature 0 celsius, time 1 hour. Yields the product N (ammonia), CSC1=CC=C(C=C1)CCN (2-(4-Methylsulfanyl-phenyl)-ethylamine). RXN SMILES: [CH3:1][S:2][C:3]1[CH:8]=[CH:7][C:6]([CH2:9][C:10]#[N:11])=[CH:5][CH:4]=1.[H-].[Al+3].[Li+].[H-].[H-].[H-].[OH-].[Na+]>O1CCCC1>[NH3:11].[CH3:1][S:2][C:3]1[CH:8]=[CH:7][C:6]([CH2:9][CH2:10][NH2:11])=[CH:5][CH:4]=1 |f:1.2.3.4.5.6,7.8|. Procedure details: A solution of 4-(methylthio)phenylacetonitrile (828 mg, 5.08 mmol) in tetrahydrofuran (10 mL) was added dropwise to lithium aluminium hydride (1M in tetrahydrofuran, 5.6 mL, 5.6 mmol) and the mixture was stirred for 1 hour at 0° C. Further lithium aluminium hydride (1M in tetrahydrofuran, 5.6 mL, 5.6 mmol) was added and the mixture was stirred at room temperature for 18 hours then heated under reflux for 1 hour. The reaction mixture was cooled to 0° C., 1M sodium hydroxide solution (3 mL) was ad... As a reaction SMILES: [CH:32]([OH:33])([CH3:34])[CH3:35].[Cl:15][CH2:16][CH2:17][CH2:18][N:19]1[CH2:20][CH2:21][N:22]([c:25]2[cH:26][cH:27][c:28]([CH3:31])[cH:29][cH:30]2)[CH2:23][CH2:24]1.[K+:14].[OH-:13].[OH:1][c:2]1[c:3]2[c:8]([cH:9][cH:10][cH:11]1)[C:7](=[O:12])[CH2:6][CH2:5][CH2:4]2>>[ClH:15].[O:1]([c:2]1[c:3]2[c:8]([cH:9][cH:10][cH:11]1)[C:7](=[O:12])[CH2:6][CH2:5][CH2:4]2)[CH2:16][CH2:17][CH2:18][N:19]1[CH2:20][CH2:21][N:22]([c:25]2[cH:26][cH:27][c:28]([CH3:31])[cH:29][cH:30]2)[CH2:23][CH2:24]1. Reactants: CC(C)O, Cc1ccc(N2CCN(CCCCl)CC2)cc1, [K+], [OH-], O=C1CCCc2c(O)cccc21. Yields the product Cl, Cc1ccc(N2CCN(CCCOc3cccc4c3CCCC4=O)CC2)cc1. Procedure details: Sodium acetate (166 mg, 2.02 mmol), thiosemicarbazide (333 mg, 3.66 mmol), 100 ml ethanol and 2 ml distilled water were charged into a 250 ml round bottom flask. The resulting suspension was heated to 80° C. until it becomes a clear solution. The reaction was then cooled down to room temperature and the resulting mixture was added into a 250 ml round bottom flask containing 3-methyl-1H-pyrazolo[3,4-b]pyridine-5-carbaldehyde (333 mg, 2.1 mmol). After the addition, the resulting mixture was heated... Reaction conditions: temperature 80 celsius. The reactants are CC1=NNC2=NC=C(C=C21)C=O (3-methyl-1H-pyrazolo[3,4-b]pyridine-5-carbaldehyde), C(C)(=O)[O-].[Na+] (Sodium acetate), NNC(=S)N (thiosemicarbazide), C(C)O (ethanol). As a reaction SMILES: C([O-])(=O)C.[Na+].[NH2:6][NH:7][C:8]([NH2:10])=[S:9].C(O)C.[CH3:14][C:15]1[C:23]2[C:18](=[N:19][CH:20]=[C:21]([CH:24]=O)[CH:22]=2)[NH:17][N:16]=1>O>[CH3:14][C:15]1[C:23]2[C:18](=[N:19][CH:20]=[C:21]([CH:24]=[N:6][NH:7][C:8]([NH2:10])=[S:9])[CH:22]=2)[NH:17][N:16]=1 |f:0.1|. Solvent: O (water). The product is CC1=NNC2=NC=C(C=C21)C=NNC(=S)N (1-((3-Methyl-1H-pyrazolo[3,4-b]pyridin-5-yl)methylene)thiosemicarbazide).